This data is from the Open Reaction Database (ORD), a public repository of structured organic reaction records. The task is: describe an organic reaction: reactants, conditions, products, and yield Reactants: CC=1C(C(=C(C1C)C)C)[Li] ((2,3,4,5-Tetramethylcyclopentadienyl)lithium), C[Si](Cl)(Cl)Cl (MeSiCl3). Solvent: C1CCOC1 (THF). Run at temperature -78 celsius, time 16 hour. Yields the product CC1=C(C(=C(C1[Si](C)(Cl)Cl)C)C)C (tetramethylcyclopentadienyl methyl silicon dichloride). Isolated yield 82.0%. Reaction SMILES: [CH3:1][C:2]1[CH:3]([Li])[C:4]([CH3:9])=[C:5]([CH3:8])[C:6]=1[CH3:7].[CH3:11][Si:12](Cl)([Cl:14])[Cl:13]>C1COCC1>[CH3:1][C:2]1[CH:3]([Si:12]([Cl:14])([Cl:13])[CH3:11])[C:4]([CH3:9])=[C:5]([CH3:8])[C:6]=1[CH3:7]. Reported procedure: (2,3,4,5-Tetramethylcyclopentadienyl)lithium (1.33 g, 10.37 mmol) was dissolved in 80 mL THF and cooled to −78° C., and MeSiCl3 (1.70 g, 11.4 mmol) was added via a syringe. After addition, the cooling bath was removed and the reaction mixture was stirred at room temperature for 16 h. Volatiles were removed under vacuum at room temperature, and the residue was extracted twice with hexanes (2×20 mL). The hexane fractions were combined and the solvent was removed under vacuum to give a pale yellow ... The reactants are CN1CCOCC1, CN(C)C=O, CCOC(C)=O, Cl, NCC(CCCC(=O)O)c1ccccc1, O, [N-]=[N+]=NP(=O)(c1ccccc1)c1ccccc1. The product is O=C1CCCC(c2ccccc2)CN1. RXN SMILES: [CH3:18][N:19]1[CH2:20][CH2:21][O:22][CH2:23][CH2:24]1.[CH3:25][N:26]([CH3:27])[CH:28]=[O:29].[CH3:46][CH2:47][O:48][C:49](=[O:50])[CH3:51].[ClH:30].[NH2:31][CH2:32][CH:33]([CH2:34][CH2:35][CH2:36][C:37](=[O:38])[OH:39])[c:40]1[cH:41][cH:42][cH:43][cH:44][cH:45]1.[OH2:52].[c:1]1([P:2]([N:3]=[N+:4]=[N-:5])([c:6]2[cH:7][cH:8][cH:9][cH:10][cH:11]2)=[O:12])[cH:13][cH:14][cH:15][cH:16][cH:17]1>>[NH:31]1[CH2:32][CH:33]([c:40]2[cH:41][cH:42][cH:43][cH:44][cH:45]2)[CH2:34][CH2:35][CH2:36][C:37]1=[O:38]. Run in C1(=CC=CC=C1)C (toluene). Reaction SMILES: [F:1][CH:2]([F:12])[O:3][C:4]1[CH:5]=[C:6]([CH:9]=[CH:10][CH:11]=1)[CH2:7]Br.[CH3:13][C:14]1([CH3:24])[CH:16]([CH:17]=[C:18]([Cl:20])[Cl:19])[CH:15]1[C:21]([OH:23])=[O:22].[OH-].[K+].O>C1(C)C=CC=CC=1.[Br-].C([N+](CCCC)(CCCC)CCCC)CCC>[CH3:13][C:14]1([CH3:24])[CH:16]([CH:17]=[C:18]([Cl:20])[Cl:19])[CH:15]1[C:21]([O:23][CH2:7][C:6]1[CH:9]=[CH:10][CH:11]=[C:4]([O:3][CH:2]([F:12])[F:1])[CH:5]=1)=[O:22] |f:2.3,6.7|. Reactants: O (water), [OH-].[K+] (KOH), FC(OC=1C=C(CBr)C=CC1)F (3-difluoromethoxy-benzyl bromide), CC1(C(C1C=C(Cl)Cl)C(=O)O)C (2,2-dimethyl-3-(2',2'-dichlorovinyl)-cyclopropanecarboxylic acid). Yield: 75.8%. Procedure details: 6.81 g (0.03 mol) of 3-difluoromethoxy-benzyl bromide and 6.27 g (0.03 mol) of 2,2-dimethyl-3-(2',2'-dichlorovinyl)-cyclopropanecarboxylic acid were dissolved in 150 ml of toluene, 0.5 g of tetrabutylammonium bromide and 2 g of powdered KOH (industrial product, 87% pure) were added and the mixture was heated to the boil for 2-3 hours. After cooling, the reaction mixture was poured into 150 ml of water, the toluene phase was separated off, washed with 100 ml of water and dried with sodium sulphat... The product is CC1(C(C1C=C(Cl)Cl)C(=O)OCC1=CC(=CC=C1)OC(F)F)C (3-difluoromethoxy-benzyl 2,2-dimethyl-3-(2',2'-dichlorovinyl)-cyclopropanecarboxylate). The reagents and catalysts are [Br-].C(CCC)[N+](CCCC)(CCCC)CCCC (tetrabutylammonium bromide). Starting materials: C(C)(C)(C)OC(=O)NCC1CN(CC1)CCCN (3-(3-tert-Butoxycarbonylaminomethylpyrrolidin-1-yl)propylamine), CN=C=O (methyl isocyanate), NC1=CC(=C(C(=O)O)C=C1Cl)OC (4-amino-5-chloro-2-methoxybenzoic acid). Product: NC1=CC(=C(C(=O)NCC2CN(CC2)CCCNC(=O)NC)C=C1Cl)OC (4-amino-5-chloro-2-methoxy-N-(1-(3-(3-methylureido)propyl)pyrrolidin-3-ylmethyl)-benzamide). Reaction SMILES: C(O[C:6]([NH:8][CH2:9][CH:10]1[CH2:14][CH2:13][N:12]([CH2:15][CH2:16][CH2:17][NH2:18])[CH2:11]1)=[O:7])(C)(C)C.[CH3:19][N:20]=[C:21]=[O:22].[NH2:23][C:24]1[C:32]([Cl:33])=[CH:31][C:27](C(O)=O)=[C:26]([O:34][CH3:35])[CH:25]=1>>[NH2:23][C:24]1[C:32]([Cl:33])=[CH:31][C:27]([C:6]([NH:8][CH2:9][CH:10]2[CH2:14][CH2:13][N:12]([CH2:15][CH2:16][CH2:17][NH:18][C:21]([NH:20][CH3:19])=[O:22])[CH2:11]2)=[O:7])=[C:26]([O:34][CH3:35])[CH:25]=1. Reported procedure: 3-(3-tert-Butoxycarbonylaminomethylpyrrolidin-1-yl)propylamine (1.12 g) as starting compound was reacted and treated in the same manner as in Example 34 using methyl isocyanate (0.38 ml) and 4-amino-5-chloro-2-methoxybenzoic acid (0.96 g) to give 4-amino-5-chloro-2-methoxy-N-(1-(3-(3-methylureido)propyl)pyrrolidin-3-ylmethyl)-benzamide. Reactants: CCOCC, O=C(CCl)Nc1ccc([N+](=O)[O-])cc1, Cl, Fc1ccc(CC2CCNCC2)cc1. The product is O=C(CN1CCC(Cc2ccc(F)cc2)CC1)Nc1ccc([N+](=O)[O-])cc1. RXN SMILES: [CH2:30]([O:31][CH2:32][CH3:33])[CH3:34].[Cl:1][CH2:2][C:3](=[O:4])[NH:5][c:6]1[cH:7][cH:8][c:9]([N+:12](=[O:13])[O-:14])[cH:10][cH:11]1.[ClH:15].[F:16][c:17]1[cH:18][cH:19][c:20]([CH2:21][CH:22]2[CH2:23][CH2:24][NH:25][CH2:26][CH2:27]2)[cH:28][cH:29]1>>[CH2:2]([C:3](=[O:4])[NH:5][c:6]1[cH:7][cH:8][c:9]([N+:12](=[O:13])[O-:14])[cH:10][cH:11]1)[N:25]1[CH2:24][CH2:23][CH:22]([CH2:21][c:20]2[cH:19][cH:18][c:17]([F:16])[cH:29][cH:28]2)[CH2:27][CH2:26]1. Reactants: O[C@H](C[C@H](OC1=CC=C(C=C1)C1=CC=C(C#N)C=C1)C)C ((R,S)-4-[4'-(3"-hydroxy-1"-methylbutoxy)phenyl]-benzonitrile), CI (methyl iodide), [H-].[Na+] (sodium hydride), O (water). The solvent is CN(C=O)C (dimethylformamide), CN(C=O)C (dimethylformamide), CN(C=O)C (dimethylformamide). Reaction conditions: time 1 hour. The product is CO[C@H](C[C@H](OC1=CC=C(C=C1)C1=CC=C(C#N)C=C1)C)C ((R,S)-4-[4'-(3"-METHOXY-1"-METHYLBUTOXY)PHENYL]BENZONITRILE). The yield is 61.2%. Reaction SMILES: [H-].[Na+].[OH:3][C@@H:4]([CH3:23])[CH2:5][C@@H:6]([CH3:22])[O:7][C:8]1[CH:13]=[CH:12][C:11]([C:14]2[CH:21]=[CH:20][C:17]([C:18]#[N:19])=[CH:16][CH:15]=2)=[CH:10][CH:9]=1.[CH3:24]I.O>CN(C)C=O>[CH3:24][O:3][C@@H:4]([CH3:23])[CH2:5][C@@H:6]([CH3:22])[O:7][C:8]1[CH:13]=[CH:12][C:11]([C:14]2[CH:21]=[CH:20][C:17]([C:18]#[N:19])=[CH:16][CH:15]=2)=[CH:10][CH:9]=1 |f:0.1|. Procedure details: 0.13 g of 55% sodium hydride was mixed with 1 ml of dimethylformamide. A solution of 0.56 g of the (R,S)-4-[4'-(3"-hydroxy-1"-methylbutoxy)phenyl]-benzonitrile prepared in the above Example 1 in 2 ml of dimethylformamide was added dropwise thereto under ice-cooling. The obtained mixture was then stirred at room temperature for one hour. Subsequently a solution of 0.36 g of methyl iodide in 2 ml of dimethylformamide was added thereto and the obtained mixture was stirred at room temperature for tw... Reactants: COC(=O)c1c[nH]c2cc(Oc3cc(N)ncn3)ccc12, CO, O=CO, [Li+], [OH-], O, O. The product is Nc1cc(Oc2ccc3c(C(=O)O)c[nH]c3c2)ncn1. RXN SMILES: [CH3:1][O:2][C:3](=[O:4])[c:5]1[cH:6][nH:7][c:8]2[cH:9][c:10]([O:14][c:15]3[n:16][cH:17][n:18][c:19]([NH2:21])[cH:20]3)[cH:11][cH:12][c:13]12.[CH3:28][OH:29].[CH:25]([OH:26])=[O:27].[Li+:23].[OH-:22].[OH2:24].[OH2:30]>>[O:2]=[C:3]([OH:4])[c:5]1[cH:6][nH:7][c:8]2[cH:9][c:10]([O:14][c:15]3[n:16][cH:17][n:18][c:19]([NH2:21])[cH:20]3)[cH:11][cH:12][c:13]12. Starting materials: O (Water), [H-].[Na+] (sodium hydride), BrCCCCBr (1,4-dibromobutane), N1C(CCC1)=O (2-pyrrolidinone). The solvent is O1CCCC1 (tetrahydrofuran). Reaction conditions: time 1 hour. Product: BrCCCCN1C(CCC1)=O (1-(4-Bromobutyl)-2-pyrrolidinone). Reaction SMILES: [H-].[Na+].[NH:3]1[CH2:7][CH2:6][CH2:5][C:4]1=[O:8].[Br:9][CH2:10][CH2:11][CH2:12][CH2:13]Br.O>O1CCCC1>[Br:9][CH2:10][CH2:11][CH2:12][CH2:13][N:3]1[CH2:7][CH2:6][CH2:5][C:4]1=[O:8] |f:0.1|. Reported procedure: To a suspension of sodium hydride(555 mg/13.9 mmol) in tetrahydrofuran (50 ml) was added 2-pyrrolidinone (0.7 ml/9.26 mmol) at ice-cooling temperature. The mixture was stirred for 1 h at ambient temperature, and then 1,4-dibromobutane (10 g/46.3 mmol) was added at the same temperature. The resulting mixture was stirred overnight. Water (10 ml) was added to the mixture and the mixture was extracted with ethyl acetate (50 ml×2). The combined extracts were washed with water and brine succesively, t... Starting materials: C(#N)C1=C(NC(=C(C1C=1C=C2C(=NN(C2=CC1)C(=O)OC(C)(C)C)NS(=O)(=O)CC1=CC=C(C=C1)F)C#N)C)C (Tert-Butyl 5-(3,5-dicyano-2,6-dimethyl-1,4-dihydropyridin-4-yl)-3-{[(4-fluorobenzyl)sulfonyl]-amino}-1H-indazole-1-carboxylate), FC(C(=O)O)(F)F (trifluoroacetic acid). Solvent: ClCCl (dichloromethane). Run at time 2 hour. Product: C(#N)C1=C(NC(=C(C1C=1C=C2C(=NNC2=CC1)NS(=O)(=O)CC1=CC=C(C=C1)F)C#N)C)C (N-[5-(3,5-Dicyano-2,6-dimethyl-1,4-dihydropyridin-4-yl)-1H-indazol-3-yl]-1-(4-fluorophenyl)-methanesulfonamide). RXN SMILES: [C:1]([C:3]1[CH:8]([C:9]2[CH:10]=[C:11]3[C:15](=[CH:16][CH:17]=2)[N:14](C(OC(C)(C)C)=O)[N:13]=[C:12]3[NH:25][S:26]([CH2:29][C:30]2[CH:35]=[CH:34][C:33]([F:36])=[CH:32][CH:31]=2)(=[O:28])=[O:27])[C:7]([C:37]#[N:38])=[C:6]([CH3:39])[NH:5][C:4]=1[CH3:40])#[N:2].FC(F)(F)C(O)=O>ClCCl>[C:37]([C:7]1[CH:8]([C:9]2[CH:10]=[C:11]3[C:15](=[CH:16][CH:17]=2)[NH:14][N:13]=[C:12]3[NH:25][S:26]([CH2:29][C:30]2[CH:31]=[CH:32][C:33]([F:36])=[CH:34][CH:35]=2)(=[O:27])=[O:28])[C:3]([C:1]#[N:2])=[C:4]([CH3:40])[NH:5][C:6]=1[CH3:39])#[N:38]. Reported procedure: 28 mg (0.05 mmol) tert-butyl 5-(3,5-dicyano-2,6-dimethyl-1,4-dihydropyridin-4-yl)-3-{[(4-fluoro-benzyl)sulfonyl]amino}-1H-indazole-1-carboxylate (Example 13A), dissolved in dichloromethane (1 ml), were treated with 0.042 ml (0.55 mmol) trifluoroacetic acid. The mixture was stirred at room temperature for 2 h and then concentrated under reduced pressure. The residue was dissolved in ethyl acetate and washed with saturated aqueous sodium bicarbonate solution. The organic layer was separated, dried...